Dataset: the Open Reaction Database (ORD), a public repository of structured organic reaction records. Task: describe an organic reaction: reactants, conditions, products, and yield The reactants are CN(C1=C(C=CC(=C1)[N+](=O)[O-])C=1NC=2C(=NC(=CC2)OC)N1)C (2-(2-dimethylamino-4-nitro-phenyl)-5-methoxy-imidazo[4,5-b]pyridine), Cl (hydrochloric acid). Solvent: ice. The product is CN(C1=C(C=CC(=C1)[N+](=O)[O-])C1=NC=2C(NC(CC2)=O)=N1)C (2-(2-Dimethylamino-4-nitro-phenyl)-4H-imidazo[4,5-b]pyridin-5-one). Reaction SMILES: [CH3:1][N:2]([CH3:23])[C:3]1[CH:8]=[C:7]([N+:9]([O-:11])=[O:10])[CH:6]=[CH:5][C:4]=1[C:12]1[NH:13][C:14]2[C:15]([N:22]=1)=[N:16][C:17]([O:20]C)=[CH:18][CH:19]=2.Cl>>[CH3:1][N:2]([CH3:23])[C:3]1[CH:8]=[C:7]([N+:9]([O-:11])=[O:10])[CH:6]=[CH:5][C:4]=1[C:12]1[N:22]=[C:15]2[NH:16][C:17](=[O:20])[CH2:18][CH:19]=[C:14]2[N:13]=1. Procedure: A quantity of 0.2 gm of 2-(2-dimethylamino-4-nitro-phenyl)-5-methoxy-imidazo[4,5-b]pyridine is heated in a bomb tube to 100° C. for three hours with 5 ml of concentrated hydrochloric acid. The reaction mixture is poured onto about 20 ml of ice, neutralized, and extracted with ethyl acetate. After washing with water and drying with magnesium sulfate, the ethyl acetate phase is evaporated. The residue is crystallized by trituration in ether/petroleum ether. Starting materials: C1(CCCC1)NC1=NC(=NC(=C1C)C)NCC1=NC=CC=C1 (N4-cyclopentyl-5,6-dimethyl-N2-(pyridin-2-ylmethyl)pyrimidine-2,4-diamine), ClC=1C=C(C=CC1)N ((3-chlorophenyl)amine). The product is ClC=1C=C(C=CC1)NC1=NC(=NC(=C1C)C)NCC1=NC=CC=C1 (N4-(3-chlorophenyl)-5,6-dimethyl-N2-(pyridin-2-ylmethyl)pyrimidine-2,4-diamine). As a reaction SMILES: C1(N[C:7]2[C:12]([CH3:13])=[C:11]([CH3:14])[N:10]=[C:9]([NH:15][CH2:16][C:17]3[CH:22]=[CH:21][CH:20]=[CH:19][N:18]=3)[N:8]=2)CCCC1.[Cl:23][C:24]1[CH:25]=[C:26]([NH2:30])[CH:27]=[CH:28][CH:29]=1>>[Cl:23][C:24]1[CH:25]=[C:26]([NH:30][C:7]2[C:12]([CH3:13])=[C:11]([CH3:14])[N:10]=[C:9]([NH:15][CH2:16][C:17]3[CH:22]=[CH:21][CH:20]=[CH:19][N:18]=3)[N:8]=2)[CH:27]=[CH:28][CH:29]=1. Procedure details: The titled compound was synthesized according to the procedure described for preparation of N4-cyclopentyl-5,6-dimethyl-N2-(pyridin-2-ylmethyl)pyrimidine-2,4-diamine (Example 29) using (3-chlorophenyl)amine instead of cyclopentanamine. The crude material was purified by column chromatography eluting with mixture of chloroform/ethanol/20% water solution of ammonia (200:10:1), and then the final product was washed with diethyl ether to afford the titled compound as a white solid. 1H NMR (300 MHz, ... As a reaction SMILES: [BH4-:38].[CH3:40][OH:41].[CH:19]([c:20]1[cH:21][cH:22][cH:23][cH:24][cH:25]1)([c:26]1[cH:27][cH:28][cH:29][cH:30][cH:31]1)[N:32]1[CH2:33][CH2:34][NH:35][CH2:36][CH2:37]1.[CH:1](=[O:2])[c:3]1[cH:4][cH:5][c:6]([O:7][c:8]2[n:9][cH:10][c:11]([C:12](=[O:13])[NH2:14])[cH:15][cH:16]2)[cH:17][cH:18]1.[Na+:39]>>[CH2:1]([c:3]1[cH:4][cH:5][c:6]([O:7][c:8]2[n:9][cH:10][c:11]([C:12](=[O:13])[NH2:14])[cH:15][cH:16]2)[cH:17][cH:18]1)[N:35]1[CH2:34][CH2:33][N:32]([CH:19]([c:20]2[cH:21][cH:22][cH:23][cH:24][cH:25]2)[c:26]2[cH:27][cH:28][cH:29][cH:30][cH:31]2)[CH2:37][CH2:36]1. The product is NC(=O)c1ccc(Oc2ccc(CN3CCN(C(c4ccccc4)c4ccccc4)CC3)cc2)nc1. Reactants: [BH4-], CO, c1ccc(C(c2ccccc2)N2CCNCC2)cc1, NC(=O)c1ccc(Oc2ccc(C=O)cc2)nc1, [Na+]. Starting materials: CCCCC(CC)COc1ccc(C#C[Si](C)(C)C)cc1, CCCC[N+](CCCC)(CCCC)CCCC, [F-], C1CCOC1. The product is C#Cc1ccc(OCC(CC)CCCC)cc1. RXN SMILES: [CH2:19]([CH3:20])[CH:21]([CH2:22][O:23][c:24]1[cH:25][cH:26][c:27]([C:30]#[C:31][Si:32]([CH3:33])([CH3:34])[CH3:35])[cH:28][cH:29]1)[CH2:36][CH2:37][CH2:38][CH3:39].[CH3:2][CH2:3][CH2:4][CH2:5][N+:6]([CH2:7][CH2:8][CH2:9][CH3:10])([CH2:11][CH2:12][CH2:13][CH3:14])[CH2:15][CH2:16][CH2:17][CH3:18].[F-:1].[O:40]1[CH2:41][CH2:42][CH2:43][CH2:44]1>>[CH2:19]([CH3:20])[CH:21]([CH2:22][O:23][c:24]1[cH:25][cH:26][c:27]([C:30]#[CH:31])[cH:28][cH:29]1)[CH2:36][CH2:37][CH2:38][CH3:39]. Reactants: BrC=1C=C(C=CC1)CCCCO (4-(3-bromophenyl)butan-1-ol), BrCCCCCCBr (1,6 dibromohexane), O (water). Reagents/catalysts: [Br-].C(CCC)[N+](CCCC)(CCCC)CCCC (tetrabutylammonium bromide). The solvent is [OH-].[Na+] (sodium hydroxide). Run at time 2 day. The product is BrC1=CC(=CC=C1)CCCCOCCCCCCBr (1-Bromo-3-{4-[(6-bromohexyl)oxy]butyl}benzene). As a reaction SMILES: [Br:1][C:2]1[CH:3]=[C:4]([CH2:8][CH2:9][CH2:10][CH2:11][OH:12])[CH:5]=[CH:6][CH:7]=1.[Br:13][CH2:14][CH2:15][CH2:16][CH2:17][CH2:18][CH2:19]Br.O>[OH-].[Na+].[Br-].C([N+](CCCC)(CCCC)CCCC)CCC>[Br:1][C:2]1[CH:7]=[CH:6][CH:5]=[C:4]([CH2:8][CH2:9][CH2:10][CH2:11][O:12][CH2:19][CH2:18][CH2:17][CH2:16][CH2:15][CH2:14][Br:13])[CH:3]=1 |f:3.4,5.6|. Reported procedure: A stirred mixture of 4-(3-bromophenyl)butan-1-ol (18 g) and 1,6 dibromohexane (48 ml) in 50% aq. sodium hydroxide (500 ml) with tetrabutylammonium bromide (1.5 g) was stirred for 2 d at 20°. The mixture was poured into water (1000 ml) and extracted into ethyl acetate (3×500 ml). The combined extracts were washed with water (1000 ml), dried (Na2SO4). The solvent was removed in-vacuo and the residual oil was purified by flash chromatography (500 g) using dichloromethane as eluent, changing to ligh...